This data is from the Open Reaction Database (ORD), a public repository of structured organic reaction records. The task is: describe an organic reaction: reactants, conditions, products, and yield Yield: 22.0%. Run at time 1 hour. Product: FC1=CC=C(C=C1)CN1C2=NC=NC=C2N=C1NC1CCN(CC1)CC=C (9-[(4-fluorophenyl)methyl]-N-[1-(2-propenyl)-4-piperidinyl)-9H-purin-8-amine). Reported procedure: A mixture of 1.2 parts of bromo-1-propene, 3.26 parts of 9-[(4-fluorophenyl)methyl]-N-(4-piperidinyl)-9H-purin-8-amine, 1.5 parts of sodium hydrogen carbonate and 40 parts of ethanol was stirred for 1 hour at reflux temperature. The reaction mixture was filtered over diatomaceous earth while hot and the filtrate was evaporated. The residue was taken up in water and the product was extracted with 4-methyl-2-pentanone. The extract was dried, filtered and evaporated. The residue was purified by col... The solvent is C(C)O (ethanol). The reactants are BrC=CC (bromo-1-propene), FC1=CC=C(C=C1)CN1C2=NC=NC=C2N=C1NC1CCNCC1 (9-[(4-fluorophenyl)methyl]-N-(4-piperidinyl)-9H-purin-8-amine), C(O)([O-])=O.[Na+] (sodium hydrogen carbonate). As a reaction SMILES: Br[CH:2]=[CH:3][CH3:4].[F:5][C:6]1[CH:11]=[CH:10][C:9]([CH2:12][N:13]2[C:21]([NH:22][CH:23]3[CH2:28][CH2:27][NH:26][CH2:25][CH2:24]3)=[N:20][C:19]3[C:14]2=[N:15][CH:16]=[N:17][CH:18]=3)=[CH:8][CH:7]=1.C(=O)([O-])O.[Na+]>C(O)C>[F:5][C:6]1[CH:11]=[CH:10][C:9]([CH2:12][N:13]2[C:21]([NH:22][CH:23]3[CH2:24][CH2:25][N:26]([CH2:4][CH:3]=[CH2:2])[CH2:27][CH2:28]3)=[N:20][C:19]3[C:14]2=[N:15][CH:16]=[N:17][CH:18]=3)=[CH:8][CH:7]=1 |f:2.3|. Reactants: C1CCOC1, O=C(c1cccc2[nH]nnc12)C(F)(F)F, CCCc1ccc(C2CCC(C3CCC(O)CC3)CC2)cc1. The product is CCCc1ccc(C2CCC(C3CCC(OC(=O)C(F)(F)F)CC3)CC2)cc1. As a reaction SMILES: [CH2:38]1[O:39][CH2:40][CH2:41][CH2:42]1.[F:1][C:2]([C:3](=[O:4])[c:5]1[c:6]2[n:7][n:8][nH:9][c:10]2[cH:11][cH:12][cH:13]1)([F:14])[F:15].[OH:16][CH:17]1[CH2:18][CH2:19][CH:20]([CH:23]2[CH2:24][CH2:25][CH:26]([c:29]3[cH:30][cH:31][c:32]([CH2:35][CH2:36][CH3:37])[cH:33][cH:34]3)[CH2:27][CH2:28]2)[CH2:21][CH2:22]1>>[F:1][C:2]([C:3](=[O:4])[O:16][CH:17]1[CH2:18][CH2:19][CH:20]([CH:23]2[CH2:24][CH2:25][CH:26]([c:29]3[cH:30][cH:31][c:32]([CH2:35][CH2:36][CH3:37])[cH:33][cH:34]3)[CH2:27][CH2:28]2)[CH2:21][CH2:22]1)([F:14])[F:15]. Reactants: CCCCCCCCCCCCO, O=C1C=CC(=O)O1. The product is CCCCCCCCCCCCOC(=O)C=CC(=O)O. As a reaction SMILES: [CH2:8]([CH2:9][CH2:10][CH2:11][CH2:12][CH2:13][CH2:14][CH2:15][CH2:16][CH2:17][CH2:18][CH3:19])[OH:20].[O:1]=[C:2]1[O:3][C:4](=[O:5])[CH:6]=[CH:7]1>>[O:1]=[C:2]([CH:7]=[CH:6][C:4]([OH:3])=[O:5])[O:20][CH2:8][CH2:9][CH2:10][CH2:11][CH2:12][CH2:13][CH2:14][CH2:15][CH2:16][CH2:17][CH2:18][CH3:19]. The reactants are BrC1=CC(=C(C=C1)N1C(=NNC1=O)C[C@H]1CN(CC1)C(=O)NCC)F ((3S)-3-{[4-(4-bromo-2-fluorophenyl)-5-oxo-4,5-dihydro-1H-1,2,4-triazol-3-yl]methyl}-N-ethyl-1-pyrrolidinecarboxamide), CC1(OB(OC1(C)C)C1=CC=C2C=CC=NC2=C1)C (7-(4,4,5,5-tetramethyl-1,3,2-dioxaborolan-2-yl)quinoline), C([O-])([O-])=O.[K+].[K+] (potassium carbonate). Reagents/catalysts: C1=CC=C(C=C1)P([C-]2C=CC=C2)C3=CC=CC=C3.C1=CC=C(C=C1)P([C-]2C=CC=C2)C3=CC=CC=C3.Cl[Pd]Cl.[Fe+2].ClCCl (dichloro[1,1′-bis(diphenylphosphino)ferrocene]palladium(II) dichloromethane). Run in O1CCOCC1 (dioxane). Run at temperature 110 celsius, time 1 hour. Product: C(C)NC(=O)N1C[C@@H](CC1)CC1=NNC(N1C1=C(C=C(C=C1)C1=CC=C2C=CC=NC2=C1)F)=O ((3S)—N-ethyl-3-({4-[2-fluoro-4-(7-quinolinyl)phenyl]-5-oxo-4,5-dihydro-1H-1,2,4-triazol-3-yl}methyl)-1-pyrrolidinecarboxamide). RXN SMILES: Br[C:2]1[CH:7]=[CH:6][C:5]([N:8]2[C:12](=[O:13])[NH:11][N:10]=[C:9]2[CH2:14][C@@H:15]2[CH2:19][CH2:18][N:17]([C:20]([NH:22][CH2:23][CH3:24])=[O:21])[CH2:16]2)=[C:4]([F:25])[CH:3]=1.CC1(C)C(C)(C)OB([C:34]2[CH:43]=[C:42]3[C:37]([CH:38]=[CH:39][CH:40]=[N:41]3)=[CH:36][CH:35]=2)O1.C(=O)([O-])[O-].[K+].[K+]>O1CCOCC1.C1C=CC(P(C2C=CC=CC=2)[C-]2C=CC=C2)=CC=1.C1C=CC(P(C2C=CC=CC=2)[C-]2C=CC=C2)=CC=1.Cl[Pd]Cl.[Fe+2].ClCCl>[CH2:23]([NH:22][C:20]([N:17]1[CH2:18][CH2:19][C@@H:15]([CH2:14][C:9]2[N:8]([C:5]3[CH:6]=[CH:7][C:2]([C:34]4[CH:43]=[C:42]5[C:37]([CH:38]=[CH:39][CH:40]=[N:41]5)=[CH:36][CH:35]=4)=[CH:3][C:4]=3[F:25])[C:12](=[O:13])[NH:11][N:10]=2)[CH2:16]1)=[O:21])[CH3:24] |f:2.3.4,6.7.8.9.10|. Reported procedure: A solution of (3S)-3-{[4-(4-bromo-2-fluorophenyl)-5-oxo-4,5-dihydro-1H-1,2,4-triazol-3-yl]methyl}-N-ethyl-1-pyrrolidinecarboxamide (0.179 mmol) in dioxane (2 mL) was treated with 7-(4,4,5,5-tetramethyl-1,3,2-dioxaborolan-2-yl)quinoline (0.180 mmol), dichloro[1,1′-bis(diphenylphosphino)ferrocene]palladium(II)-dichloromethane adduct (15 mg), and 2M aq potassium carbonate (1 mL). The reaction mixture was purged with nitrogen, sealed, and stirred at 110° C. for 1 h. The solution was cooled to room t... Starting materials: OC(C#C)C1=C(C=CC=C1)OC (3-hydroxy-3-(2-methoxyphenyl)-1-propyne), BrC1=C2/C(/C(NC2=CC=C1)=O)=C/C=1NC=CC1OC ((Z)-4-bromo-1,3-dihydro-3-[(3-methoxy-1H-pyrrol-2-yl)methylene]-2H-indol-2-one), BrC1=C2/C(/C(NC2=CC=C1)=O)=C/C=1NC=CC1OC ((Z)-4-bromo-1,3-dihydro-3-[(3-methoxy-1H-pyrrol-2-yl)methylene]-2H-indol-2-one), C(#C)[Mg]Cl (ethynylmagnesium chloride), COC1=C(C=O)C=CC=C1 (2-methoxybenzaldehyde). Solvent: CN(C)C=O (DMF), CCN(CC)CC (Et3N). The product is OC(C#CC1=C2/C(/C(NC2=CC=C1)=O)=C/C=1NC=CC1OC)C1=C(C=CC=C1)OC (rac-(Z)-1,3-dihydro-4-[3-hydroxy-3-(2-methoxyphenyl)-1-propynyl]-3-[(3-methoxy-1H-pyrrol-2-yi)methylene]-2H-indol-2-one). RXN SMILES: [OH:1][CH:2]([C:5]1[CH:10]=[CH:9][CH:8]=[CH:7][C:6]=1[O:11][CH3:12])[C:3]#[CH:4].C([Mg]Cl)#C.COC1C=CC=CC=1C=O.Br[C:28]1[CH:36]=[CH:35][CH:34]=[C:33]2[C:29]=1/[C:30](=[CH:38]/[C:39]1[NH:40][CH:41]=[CH:42][C:43]=1[O:44][CH3:45])/[C:31](=[O:37])[NH:32]2>Cl[Pd](Cl)([P](C1C=CC=CC=1)(C1C=CC=CC=1)C1C=CC=CC=1)[P](C1C=CC=CC=1)(C1C=CC=CC=1)C1C=CC=CC=1.[Cu]I.CN(C=O)C.CCN(CC)CC>[OH:1][CH:2]([C:5]1[CH:10]=[CH:9][CH:8]=[CH:7][C:6]=1[O:11][CH3:12])[C:3]#[C:4][C:28]1[CH:36]=[CH:35][CH:34]=[C:33]2[C:29]=1/[C:30](=[CH:38]/[C:39]1[NH:40][CH:41]=[CH:42][C:43]=1[O:44][CH3:45])/[C:31](=[O:37])[NH:32]2 |^1:48,67|. Procedure details: Using Method D above, 3-hydroxy-3-(2-methoxyphenyl)-1-propyne (150 mg, 0.92 mmol) (prepared by the addition of ethynylmagnesium chloride (Aldrich) to 2-methoxybenzaldehyde (Aldrich) according to Method A above), was coupled to (Z)-4-bromo-1,3-dihydro-3-[(3-methoxy-1H-pyrrol-2-yl)methylene]-2H-indol-2-one (Starting Material 1) (200 mg, 0.63 mmol) using (Ph3P)2PdCl2 (70 mg) (Aldrich) and CuI (40 mg) (Aldrich) as catalyst in DMF (3 mL) and Et3N (3 mL) as solvent at 70° C. for 18 h, yielding rac-(Z)... The reagents and catalysts are [Cu]I (CuI), Cl[Pd]([P](C1=CC=CC=C1)(C2=CC=CC=C2)C3=CC=CC=C3)([P](C4=CC=CC=C4)(C5=CC=CC=C5)C6=CC=CC=C6)Cl ((Ph3P)2PdCl2). The reactants are CC(=O)C1=C(C=CC(=C1)Br)O (5-bromo-2-hydroxyacetophenone), C(=O)(OC(C)(C)C)N1CCC(CC1)=O (N-Boc-piperidin-4-one), N1CCCC1 (pyrrolidine), CO (MeOH). The solvent is O (H2O). Product: BrC=1C=C2C(CC3(CCN(CC3)C(=O)OC(C)(C)C)OC2=CC1)=O (tert-Butyl 6-bromo-4-oxospiro[chroman-2,4′-piperidine]-1′-carboxylate). Reaction SMILES: [CH3:1][C:2]([C:4]1[CH:9]=[C:8]([Br:10])[CH:7]=[CH:6][C:5]=1[OH:11])=[O:3].[C:12]([N:19]1[CH2:24][CH2:23][C:22](=O)[CH2:21][CH2:20]1)([O:14][C:15]([CH3:18])([CH3:17])[CH3:16])=[O:13].N1CCCC1.CO>O>[Br:10][C:8]1[CH:9]=[C:4]2[C:5](=[CH:6][CH:7]=1)[O:11][C:22]1([CH2:23][CH2:24][N:19]([C:12]([O:14][C:15]([CH3:18])([CH3:17])[CH3:16])=[O:13])[CH2:20][CH2:21]1)[CH2:1][C:2]2=[O:3]. Procedure: A mixture of 5-bromo-2-hydroxyacetophenone (104 g, 485 mmol), N-Boc-piperidin-4-one (98.6 g, 494 mmol), 20 mL of pyrrolidine (17.3 g, 243 mmol) and 261 mL of MeOH was heated under reflux until the reaction was complete. The mixture was cooled, then 87 mL of H2O were added, and the mixture was filtered and dried to give intended compound as a colorless solid. Reactants: O=C1CCN(CC1)C(=O)OC(C)(C)C (tert-butyl 4-oxo-1-piperidinecarboxylate), ClC1=NC(=CC=C1)C (2-chloro-6-methylpyridine), C(CCC)[Li] (n-butyl lithium), [Cl-].[NH4+] (ammonium chloride). The solvent is O1CCCC1 (tetrahydrofuran), O1CCCC1 (tetrahydrofuran), CCCCCC (hexane). Conditions: temperature 0 celsius, time 30 minute. The product is ClC1=CC=CC(=N1)CC1(CCN(CC1)C(=O)OC(C)(C)C)O (tert-butyl 4-((6-chloropyridin-2-yl)methyl)-4-hydroxypiperidine-1-carboxylate). Reaction SMILES: [Cl:1][C:2]1[CH:7]=[CH:6][CH:5]=[C:4]([CH3:8])[N:3]=1.C([Li])CCC.[O:14]=[C:15]1[CH2:20][CH2:19][N:18]([C:21]([O:23][C:24]([CH3:27])([CH3:26])[CH3:25])=[O:22])[CH2:17][CH2:16]1.[Cl-].[NH4+]>O1CCCC1.CCCCCC>[Cl:1][C:2]1[N:3]=[C:4]([CH2:8][C:15]2([OH:14])[CH2:16][CH2:17][N:18]([C:21]([O:23][C:24]([CH3:26])([CH3:25])[CH3:27])=[O:22])[CH2:19][CH2:20]2)[CH:5]=[CH:6][CH:7]=1 |f:3.4|. Procedure details: To a solution of 0.22 ml of 2-chloro-6-methylpyridine in 12.5 ml of tetrahydrofuran was added 1.4 ml of a hexane solution containing 1.58 M n-butyl lithium at 0° C., followed by stirring the reaction mixture at 0° C. for 30 minutes. After cooling down to −78° C., a solution of 403.7 mg of tert-butyl 4-oxo-1-piperidinecarboxylate in 1 ml of tetrahydrofuran was added to the solution, followed by gradually warming up the reaction mixture to −40° C. To the reaction mixture was added saturated aqueou...